Dataset: the Open Reaction Database (ORD), a public repository of structured organic reaction records. Task: describe an organic reaction: reactants, conditions, products, and yield RXN SMILES: [CH2:16]([C:17]1([CH2:29][OH:30])[CH2:18][CH2:19][CH2:20][CH2:21][CH2:22]1)[c:23]1[cH:24][cH:25][cH:26][cH:27][cH:28]1.[ClH:31].[ClH:56].[F:1][c:2]1[c:3]([CH2:4][C:5]2([CH2:9][OH:10])[CH2:6][CH2:7][CH2:8]2)[c:11]([F:15])[cH:12][cH:13][cH:14]1.[NH2:32][CH:33]([CH:34]([C:35](=[O:36])[NH:37][CH:38]([CH3:39])[c:40]1[cH:41][cH:42][cH:43][cH:44][cH:45]1)[OH:46])[CH2:47][CH2:48][CH2:49][CH2:50][NH:51][C:52](=[O:53])[NH:54][CH3:55].[NH2:57][CH:58]([CH:59]([OH:60])[C:61](=[O:62])[NH:63][CH:64]([c:65]1[cH:66][cH:67][cH:68][cH:69][cH:70]1)[CH3:71])[CH2:72][CH2:73][CH2:74][CH2:75][NH:76][C:77]([N:78]1[CH2:79][CH2:80][O:81][CH2:82][CH2:83]1)=[O:84]>>[F:1][c:2]1[c:3]([CH2:4][C:5]2([CH2:9][O:10][C:29](=[O:30])[NH:32][CH:33]([CH:34]([C:35](=[O:36])[NH:37][CH:38]([CH3:39])[c:40]3[cH:41][cH:42][cH:43][cH:44][cH:45]3)[OH:46])[CH2:47][CH2:48][CH2:49][CH2:50][NH:51][C:52](=[O:53])[NH:54][CH3:55])[CH2:6][CH2:7][CH2:8]2)[c:11]([F:15])[cH:12][cH:13][cH:14]1. Reactants: OCC1(Cc2ccccc2)CCCCC1, Cl, Cl, OCC1(Cc2c(F)cccc2F)CCC1, CNC(=O)NCCCCC(N)C(O)C(=O)NC(C)c1ccccc1, CC(NC(=O)C(O)C(N)CCCCNC(=O)N1CCOCC1)c1ccccc1. Yields the product CNC(=O)NCCCCC(NC(=O)OCC1(Cc2c(F)cccc2F)CCC1)C(O)C(=O)NC(C)c1ccccc1. Reactants: BrC=1C=C(C=CC1)C(CO)(C)NC(CCl)=O ((RS)-N-[1-(3-bromo-phenyl)-2-hydroxy-1-methyl-ethyl]-2-chloro-acetamide). Run in ClCCl (dichloromethane). Product: BrC=1C=C(C=CC1)[C@](CO)(C)NC(CCl)=O ((S)-(−)-N-[1-(3-bromo-phenyl)-2-hydroxy-1-methyl-ethyl]-2-chloro-acetamide). Reaction SMILES: [Br:1][C:2]1[CH:3]=[C:4]([C:8]([NH:12][C:13](=[O:16])[CH2:14][Cl:15])([CH3:11])[CH2:9][OH:10])[CH:5]=[CH:6][CH:7]=1>ClCCl>[Br:1][C:2]1[CH:3]=[C:4]([C@@:8]([NH:12][C:13](=[O:16])[CH2:14][Cl:15])([CH3:11])[CH2:9][OH:10])[CH:5]=[CH:6][CH:7]=1. Reported procedure: A solution of (RS)-N-[1-(3-bromo-phenyl)-2-hydroxy-1-methyl-ethyl]-2-chloro-acetamide (8.0 g) in dichloromethane was divided in 200 mg aliquots which were separated on chiral HPLC (Reprosil Chiral NR 8 μm, 250×30 mm, Dr. Maisch GmbH) using a 80:20-mixture of heptane and isopropanol as the eluent. The first eluting enantiomer (retention time: 9.40 min), the (S)-(−)-N-[1-(3-bromo-phenyl)-2-hydroxy-1-methyl-ethyl]-2-chloro-acetamide, was obtained as a viscous, colorless oil (3.30 g, 41% of theory),... Reactants: COC(=O)CS, O=C([O-])[O-], CN(C)C=O, [Cl-], [K+], [K+], [Na+], Cc1ccc(S(=O)(=O)OCC2CCCO2)cc1. The product is COC(=O)CSCC1CCCO1. Reaction SMILES: [C:18]([CH2:19][SH:20])(=[O:21])[O:22][CH3:23].[C:24](=[O:25])([O-:26])[O-:27].[CH3:32][N:33]([CH3:34])[CH:35]=[O:36].[Cl-:31].[K+:28].[K+:29].[Na+:30].[O:1]1[CH:2]([CH2:6][O:7][S:8]([c:9]2[cH:10][cH:11][c:12]([CH3:13])[cH:14][cH:15]2)(=[O:16])=[O:17])[CH2:3][CH2:4][CH2:5]1>>[O:1]1[CH:2]([CH2:6][S:20][CH2:19][C:18](=[O:21])[O:22][CH3:23])[CH2:3][CH2:4][CH2:5]1. The reactants are CN(C)C=O, [Cl-], O=C(Cl)C(=O)Cl, ClCCl, COC(=O)N1CC(c2nc(-c3ccc(C)c(N)c3)no2)C1, O=C(O)c1cnc2ccc(CCN3CCOCC3)cn12, c1ccncc1. The product is COC(=O)N1CC(c2nc(-c3ccc(C)c(NC(=O)c4cnc5ccc(CCN6CCOCC6)cn45)c3)no2)C1. As a reaction SMILES: [CH3:58][N:59]([CH3:60])[CH:61]=[O:62].[Cl-:27].[Cl:21][C:22]([C:23]([Cl:24])=[O:25])=[O:26].[Cl:49][CH2:50][Cl:51].[NH2:28][c:29]1[cH:30][c:31](-[c:36]2[n:37][o:38][c:39]([CH:41]3[CH2:42][N:43]([C:45](=[O:46])[O:47][CH3:48])[CH2:44]3)[n:40]2)[cH:32][cH:33][c:34]1[CH3:35].[O:1]1[CH2:2][CH2:3][N:4]([CH2:7][CH2:8][c:9]2[cH:10][cH:11][c:12]3[n:13]([cH:14]2)[c:15]([C:18](=[O:19])[OH:20])[cH:16][n:17]3)[CH2:5][CH2:6]1.[cH:52]1[cH:53][cH:54][n:55][cH:56][cH:57]1>>[O:1]1[CH2:2][CH2:3][N:4]([CH2:7][CH2:8][c:9]2[cH:10][cH:11][c:12]3[n:13]([cH:14]2)[c:15]([C:18](=[O:20])[NH:28][c:29]2[cH:30][c:31](-[c:36]4[n:37][o:38][c:39]([CH:41]5[CH2:42][N:43]([C:45](=[O:46])[O:47][CH3:48])[CH2:44]5)[n:40]4)[cH:32][cH:33][c:34]2[CH3:35])[cH:16][n:17]3)[CH2:5][CH2:6]1. Reactants: O=C(Cl)C(=O)Cl, O=C(O)Cc1ccc(Cl)c(Cl)c1, c1ccccc1. Yields the product O=C(Cl)Cc1ccc(Cl)c(Cl)c1. Reaction SMILES: [Cl:13][C:14]([C:15]([Cl:16])=[O:17])=[O:18].[Cl:1][c:2]1[cH:3][c:4]([CH2:9][C:10](=[O:11])[OH:12])[cH:5][cH:6][c:7]1[Cl:8].[cH:19]1[cH:20][cH:21][cH:22][cH:23][cH:24]1>>[Cl:1][c:2]1[cH:3][c:4]([CH2:9][C:10](=[O:12])[Cl:13])[cH:5][cH:6][c:7]1[Cl:8].